This data is from the Open Reaction Database (ORD), a public repository of structured organic reaction records. The task is: describe an organic reaction: reactants, conditions, products, and yield The product is C(C)N(S(=O)(=O)C1=CC2=C(N=C(O2)C2=CC=CC=C2)C2=CC=CC=C12)CC (N,N-diethyl-2-phenylnaphth[1,2-d]oxazole-5-sulfonamide). The yield is 81.6%. As a reaction SMILES: [OH:1][C:2]1[CH:3]=[C:4]([S:21]([O-:24])(=[O:23])=O)[C:5]2[C:10]([C:11]=1[NH:12][C:13](=O)[C:14]1[CH:19]=[CH:18][CH:17]=[CH:16][CH:15]=1)=[CH:9][CH:8]=[CH:7][CH:6]=2.[NH+:25]1[CH:30]=[CH:29]C=[CH:27][CH:26]=1.S(Cl)(Cl)=O>C1(C)C=CC=CC=1>[CH2:26]([N:25]([CH2:30][CH3:29])[S:21]([C:4]1[C:5]2[C:10](=[CH:9][CH:8]=[CH:7][CH:6]=2)[C:11]2[N:12]=[C:13]([C:14]3[CH:19]=[CH:18][CH:17]=[CH:16][CH:15]=3)[O:1][C:2]=2[CH:3]=1)(=[O:24])=[O:23])[CH3:27] |f:0.1|. Reactants: OC=1C=C(C2=CC=CC=C2C1NC(C1=CC=CC=C1)=O)S(=O)(=O)[O-].[NH+]1=CC=CC=C1 (pyridinium 3-hydroxy-4-(N-benzoylamino)-1-naphthalenesulfonate), S(=O)(Cl)Cl (thionyl chloride). The solvent is C1(=CC=CC=C1)C (Toluene). Procedure: A mixture of 3.43 g pyridinium 3-hydroxy-4-(N-benzoylamino)-1-naphthalenesulfonate and 10 ml thionyl chloride was refluxed for 3.5 hours. Toluene (20 ml) was added and the excess thionyl chloride was distilled off with toluene under reduced pressure. The solid residue was dissolved in 50 ml methylene chloride and 10 ml diethylamine was added portionwise while stirring. After 30 min, the reaction mixture was poured into 100 ml ice-water and extracted with 100 ml dichloromethane. The organic phase... Conditions: time 30 minute. Starting materials: FC1=CC(=NC=C1)C(=O)NC=1C=C(SC1)C(=O)OC (methyl 4-(4-fluoropicolinamido)thiophene-2-carboxylate), C1(CC1)C=1N=CNC1 (4-cyclopropyl imidazole), C([O-])([O-])=O.[Cs+].[Cs+] (caesium carbonate). Solvent: C(CCC)#N (butyronitrile). Reaction conditions: temperature 105 celsius. The product is C1(CC1)C=1N=CN(C1)C1=CC(=NC=C1)C(=O)NC=1C=C(SC1)C(=O)OC (methyl 4-(4-(4-cyclopropyl-1H-imidazol-1-yl)picolinamido)thiophene-2-carboxylate). The yield is 74.5%. As a reaction SMILES: F[C:2]1[CH:7]=[CH:6][N:5]=[C:4]([C:8]([NH:10][C:11]2[CH:12]=[C:13]([C:16]([O:18][CH3:19])=[O:17])[S:14][CH:15]=2)=[O:9])[CH:3]=1.[CH:20]1([C:23]2[N:24]=[CH:25][NH:26][CH:27]=2)[CH2:22][CH2:21]1.C(=O)([O-])[O-].[Cs+].[Cs+]>C(#N)CCC>[CH:20]1([C:23]2[N:24]=[CH:25][N:26]([C:2]3[CH:7]=[CH:6][N:5]=[C:4]([C:8]([NH:10][C:11]4[CH:12]=[C:13]([C:16]([O:18][CH3:19])=[O:17])[S:14][CH:15]=4)=[O:9])[CH:3]=3)[CH:27]=2)[CH2:22][CH2:21]1 |f:2.3.4|. Reported procedure: To a solution of methyl 4-(4-fluoropicolinamido)thiophene-2-carboxylate (400 mg, 1.4 mmol) in butyronitrile (5 mL), was added 4-cyclopropyl imidazole (310 mg, 2.9 mmol), and caesium carbonate (840 mg, 2.6 mmol) and the reaction was heated to 105° C. for 2 hours. The reaction was filtered and the solids were washed with acetonitrile, methylene chloride, and the filtrate was evaporated under reduced pressure. The residue was suspended in acetonitrile, and the solids were collected by filtration to... Reported procedure: The 5-(4-methylbenzylidene)-3-(2,5-difluorophenyl)-imidazolidine-2,4-dione (2.25 g, 7.16 mmol), cesium carbonate (1.22 g, 3.76 mmol) and methyl iodide (1.5 g, 3.76 mmol) were stirred together in DMF (20 mL) overnight. The solution was then diluted with water and extracted with ethyl acetate (3×). The combined extracts were washed with brine (saturated), dried (over MgSO4), filtered and concentrated to give 2.3 grams of 5-(4-methylbenzylidene)-3(2,5-difluorophenyl)-1-methylimidazolidine-2,4-dione... As a reaction SMILES: [CH3:1][C:2]1[CH:23]=[CH:22][C:5]([CH:6]=[C:7]2[NH:11][C:10](=[O:12])[N:9]([C:13]3[CH:18]=[C:17]([F:19])[CH:16]=[CH:15][C:14]=3[F:20])[C:8]2=[O:21])=[CH:4][CH:3]=1.[C:24](=O)([O-])[O-].[Cs+].[Cs+].CI>CN(C=O)C.O>[CH3:1][C:2]1[CH:3]=[CH:4][C:5]([CH:6]=[C:7]2[N:11]([CH3:24])[C:10](=[O:12])[N:9]([C:13]3[CH:18]=[C:17]([F:19])[CH:16]=[CH:15][C:14]=3[F:20])[C:8]2=[O:21])=[CH:22][CH:23]=1 |f:1.2.3|. The solvent is CN(C)C=O (DMF), O (water). Reactants: CC1=CC=C(C=C2C(N(C(N2)=O)C2=C(C=CC(=C2)F)F)=O)C=C1 (5-(4-methylbenzylidene)-3-(2,5-difluorophenyl)-imidazolidine-2,4-dione), C([O-])([O-])=O.[Cs+].[Cs+] (cesium carbonate), CI (methyl iodide). The yield is 186.3%. Product: CC1=CC=C(C=C2C(N(C(N2C)=O)C2=C(C=CC(=C2)F)F)=O)C=C1 (5-(4-methylbenzylidene)-3(2,5-difluorophenyl)-1-methylimidazolidine-2,4-dione). Reactants: BrC1=C(C2=C(N=C(S2)NC(=O)NCC)C=C1)O (1-(6-Bromo-7-hydroxy-2-benzothiazolyl)-3-ethyl-urea), C([O-])([O-])=O.[K+].[K+] (potassium carbonate), COCCOCCBr (2-(2-methoxyethoxy)ethyl bromide). Solvent: CN(C)C=O (DMF). The product is BrC1=C(C2=C(N=C(S2)NC(=O)NCC)C=C1)OCCOCCOC (1-(6-Bromo-7-(2-(2-methoxyethoxy)ethoxy)-2-benzothiazolyl)-3-ethyl-urea). Yield: 39.0%. RXN SMILES: [Br:1][C:2]1[CH:16]=[CH:15][C:5]2[N:6]=[C:7]([NH:9][C:10]([NH:12][CH2:13][CH3:14])=[O:11])[S:8][C:4]=2[C:3]=1[OH:17].C(=O)([O-])[O-].[K+].[K+].[CH3:24][O:25][CH2:26][CH2:27][O:28][CH2:29][CH2:30]Br>CN(C=O)C>[Br:1][C:2]1[CH:16]=[CH:15][C:5]2[N:6]=[C:7]([NH:9][C:10]([NH:12][CH2:13][CH3:14])=[O:11])[S:8][C:4]=2[C:3]=1[O:17][CH2:30][CH2:29][O:28][CH2:27][CH2:26][O:25][CH3:24] |f:1.2.3|. Reported procedure: A mixture of 1-(6-bromo-7-hydroxy-2-benzothiazolyl)-3-ethyl-urea 6, potassium carbonate and 2-(2-methoxyethoxy)ethyl bromide in DMF was reacted to give 0.026 g (39%) of the desired compound 12. 1H NMR (DMSO) δ 10.65 (br s, 1H, NH), 7.54 (d, 1H, J=8.5 Hz, ArH), 7.32 (d, 1H, J=8.6 Hz, ArH), 6.73 (br s, 1H, NH), 4.24 (d, 2H, J=4.4 Hz, CH2), 3.76 (d, 2H, J=4.8 Hz, CH2), 3.61 (dd, 2H, J=6.0, 5.2 Hz, CH2), 3.48 (dd, 2H, J=6.0, 5.2 Hz, CH2), 3.26 (s, 3H CH3), 3.19 (m, 2H, CH2), 1.09 (t, 3H, J=7.1 Hz, C... The product is CC1=NC(=NC2=CC=CC=C12)CN1C(=O)N(C=2N=C(N(C2C1=O)CC#CC)N1C[C@@H](CCC1)N1C(C=2C(C1=O)=CC=CC2)=O)C (1-[(4-Methylquinazolin-2-yl)methyl]-3-methyl-7-(2-butin-1-yl)-8-(3-(R)-phthalimidopiperidin-1-yl)-xanthine). The reactants are CC1=NC(=NC2=CC=CC=C12)CN1C(=O)N(C=2N=C(N(C2C1=O)CC#CC)Br)C (1-[(4-methylquinazolin-2-yl)methyl]-3-methyl-7-(2-butin-1-yl)-8-bromoxanthine), C(=O)(O)[C@@H](O)[C@H](O)C(=O)O.C1(C=2C(C(N1C1CNCCC1)=O)=CC=CC2)=O (3-(phthalimido)piperidine D-tartrate), C(C)(C)N(CC)C(C)C (diisopropylethylamine). Reaction SMILES: [CH3:1][C:2]1[C:11]2[C:6](=[CH:7][CH:8]=[CH:9][CH:10]=2)[N:5]=[C:4]([CH2:12][N:13]2[C:22](=[O:23])[C:21]3[N:20]([CH2:24][C:25]#[C:26][CH3:27])[C:19](Br)=[N:18][C:17]=3[N:16]([CH3:29])[C:14]2=[O:15])[N:3]=1.C([C@H]([C@@H](C(O)=O)O)O)(O)=O.[C:40]1(=[O:56])[N:44]([CH:45]2[CH2:50][CH2:49][CH2:48][NH:47][CH2:46]2)[C:43](=[O:51])[C:42]2=[CH:52][CH:53]=[CH:54][CH:55]=[C:41]12.C(N(C(C)C)CC)(C)C>CN1CCCC1=O>[CH3:1][C:2]1[C:11]2[C:6](=[CH:7][CH:8]=[CH:9][CH:10]=2)[N:5]=[C:4]([CH2:12][N:13]2[C:22](=[O:23])[C:21]3[N:20]([CH2:24][C:25]#[C:26][CH3:27])[C:19]([N:47]4[CH2:48][CH2:49][CH2:50][C@@H:45]([N:44]5[C:43](=[O:51])[C:42]6=[CH:52][CH:53]=[CH:54][CH:55]=[C:41]6[C:40]5=[O:56])[CH2:46]4)=[N:18][C:17]=3[N:16]([CH3:29])[C:14]2=[O:15])[N:3]=1 |f:1.2|. Run at temperature 140 celsius, time 2 hour. Procedure: 10.00 kg (22.06 mol) of 1-[(4-methylquinazolin-2-yl)methyl]-3-methyl-7-(2-butin-1-yl)-8-bromoxanthine, 12.59 kg (33.09 mol) of 3-(phthalimido)piperidine D-tartrate and 17.5 liters of N-methyl-2-pyrrolidone are initially charged in the reactor. The reactor contents are heated to 140° C. After the temperature has been attained, 11.41 kg (88.24 mol) of diisopropylethylamine are metered in within 20 minutes. The feed vessel is flushed with 2.5 liters of N-methyl-2-pyrrolidone and the reaction mixtur... Solvent: CN1C(CCC1)=O (N-methyl-2-pyrrolidone). Starting materials: C=C(CBr)C(=O)O, CC(C)(C)ON=O, CC#N, Nc1cc([N+](=O)[O-])cc([N+](=O)[O-])c1, Nc1ccccc1. Product: C=C(Cc1cc([N+](=O)[O-])cc([N+](=O)[O-])c1)C(=O)O. Reaction SMILES: [Br:8][CH2:9][C:10]([C:11](=[O:12])[OH:13])=[CH2:14].[C:1]([O:2][N:3]=[O:4])([CH3:5])([CH3:6])[CH3:7].[CH3:35][C:36]#[N:37].[N+:15](=[O:16])([O-:17])[c:18]1[cH:19][c:20]([NH2:21])[cH:22][c:23]([N+:25](=[O:26])[O-:27])[cH:24]1.[NH2:28][c:29]1[cH:30][cH:31][cH:32][cH:33][cH:34]1>>[CH2:9]([C:10]([C:11](=[O:12])[OH:13])=[CH2:14])[c:20]1[cH:19][c:18]([N+:15](=[O:16])[O-:17])[cH:24][c:23]([N+:25](=[O:26])[O-:27])[cH:22]1. Reactants: Cc1cc(Br)cc(C)c1[N+](=O)[O-], O=C([O-])[O-], C1CCOC1, C=C(B(O)O)C(F)(F)F, [K+], [K+], O. Yields the product C=C(c1cc(C)c([N+](=O)[O-])c(C)c1)C(F)(F)F. Reaction SMILES: [Br:1][c:2]1[cH:3][c:4]([CH3:12])[c:5]([N+:9](=[O:10])[O-:11])[c:6]([CH3:8])[cH:7]1.[C:22](=[O:23])([O-:24])[O-:25].[CH2:28]1[O:29][CH2:30][CH2:31][CH2:32]1.[F:13][C:14]([C:15](=[CH2:16])[B:17]([OH:18])[OH:19])([F:20])[F:21].[K+:26].[K+:27].[OH2:33]>>[c:2]1([C:15]([C:14]([F:13])([F:20])[F:21])=[CH2:16])[cH:3][c:4]([CH3:12])[c:5]([N+:9](=[O:10])[O-:11])[c:6]([CH3:8])[cH:7]1. The reactants are ClC1=CC=C(S1)C(CC1=NC(=NC=C1)SC)=O (1-(5-chloro-2-thienyl)-2-[2-(methylsulfanyl)pyrimidin-4-yl]ethanone), COC(N(C)C)OC (N,N-dimethylformamide dimethyl acetal). Conditions: time 8 hour. Product: CN(C=C(C(=O)C=1SC(=CC1)Cl)C1=NC(=NC=C1)SC)C (3-(dimethylamino)-1-(5-chloro-2-thienyl)-2-[2-(methylsulfanyl)pyrimidin-4-yl]prop-2-en-1-one). The yield is 86.0%. RXN SMILES: [Cl:1][C:2]1[S:6][C:5]([C:7](=[O:17])[CH2:8][C:9]2[CH:14]=[CH:13][N:12]=[C:11]([S:15][CH3:16])[N:10]=2)=[CH:4][CH:3]=1.CO[CH:20](OC)[N:21]([CH3:23])[CH3:22]>>[CH3:20][N:21]([CH3:23])[CH:22]=[C:8]([C:9]1[CH:14]=[CH:13][N:12]=[C:11]([S:15][CH3:16])[N:10]=1)[C:7]([C:5]1[S:6][C:2]([Cl:1])=[CH:3][CH:4]=1)=[O:17]. Procedure: A solution of 1-(5-chloro-2-thienyl)-2-[2-(methylsulfanyl)pyrimidin-4-yl]ethanone (1 eq, 104 mmol) in 290 mL N,N-dimethylformamide dimethyl acetal was stirred at 80° C. for 1 h40 min and then stirred overnight at room temperature. The solvent was evaporated under reduced pressure and the residue was purified by chromatography on silica gel (heptane/ethyl acetate 1:1 to 3:7) to afford 32.7 g (86% yield) of 3-(dimethylamino)-1-(5-chloro-2-thienyl)-2-[2-(methylsulfanyl)pyrimidin-4-yl]prop-2-en-1-on...